Dataset: the Open Reaction Database (ORD), a public repository of structured organic reaction records. Task: describe an organic reaction: reactants, conditions, products, and yield Reactants: O[Li].O (LiOH.H2O), O[Li].O (LiOH.H2O), BrC1C=CCCC1 (3-bromocyclohexene), 1,3-cyclopentandedione, O (water). Run at time 8 hour. Product: C1C=CCCC1.C1(CC(CC1)=O)=O (2-cyclohexene 1,3-cyclopentanedione). As a reaction SMILES: O[Li].[OH2:3].Br[CH:5]1[CH2:10][CH2:9][CH2:8][CH:7]=[CH:6]1.[OH2:11]>>[CH2:10]1[CH2:9][CH2:8][CH2:7][CH:6]=[CH:5]1.[C:9]1(=[O:11])[CH2:8][CH2:7][C:5](=[O:3])[CH2:10]1 |f:0.1,4.5|. Procedure details: To a suspension of 1,3-cyclopentandedione (4.00 g, 0.040 mmol) in water (30 ml) were added LiOH.H2O (1.88 g, 0.045 moll) and 3-bromocyclohexene (7.18 g, 0.045 mmol). The solution was stirred overnight, the pH raised to 12-14 (LiOH.H2O) and stirred for 2 h. The solution was washed with Et2O (4×40 ml), acidified to pH 1-2 and resulting solids isolated by filtration, washed and dried to give 2-cyclohexene-1,3-cyclopentanedione. [δH (CD3OD) 5.69 (1H, m), 5.44 (1H, m), 3.20 (1H, m), 2.47 (4H, s), 2.1...